Dataset: the Open Reaction Database (ORD), a public repository of structured organic reaction records. Task: describe an organic reaction: reactants, conditions, products, and yield The reactants are ClC1=C(C=C(N)C=C1)C1=NC=CC=C1 (4-chloro-3-(pyridin-2-yl)aniline), ClC1=C(C(=O)O)C=C(C=C1)S(=O)(=O)C (2-chloro-5-(methanesulfonyl)benzoic acid). Product: ClC1=C(C(=O)NC2=CC(=C(C=C2)Cl)C2=NC=CC=C2)C=C(C=C1)S(=O)(=O)C (2-chloro-N-(4-chloro-3-(pyridin-2-yl)phenyl)-5-(methylsulfonyl)benzamide). Reaction SMILES: [Cl:1][C:2]1[CH:8]=[CH:7][C:5]([NH2:6])=[CH:4][C:3]=1[C:9]1[CH:14]=[CH:13][CH:12]=[CH:11][N:10]=1.[Cl:15][C:16]1[CH:24]=[CH:23][C:22]([S:25]([CH3:28])(=[O:27])=[O:26])=[CH:21][C:17]=1[C:18](O)=[O:19]>>[Cl:15][C:16]1[CH:24]=[CH:23][C:22]([S:25]([CH3:28])(=[O:27])=[O:26])=[CH:21][C:17]=1[C:18]([NH:6][C:5]1[CH:7]=[CH:8][C:2]([Cl:1])=[C:3]([C:9]2[CH:14]=[CH:13][CH:12]=[CH:11][N:10]=2)[CH:4]=1)=[O:19]. Procedure: Procedure G was used to couple 4-chloro-3-(pyridin-2-yl)aniline and 2-chloro-5-(methanesulfonyl)benzoic acid to produce 2-chloro-N-(4-chloro-3-(pyridin-2-yl)phenyl)-5-(methylsulfonyl)benzamide. MS (Q1) 420.95 (M)+.